This data is from the Open Reaction Database (ORD), a public repository of structured organic reaction records. The task is: describe an organic reaction: reactants, conditions, products, and yield The reactants are NCC1=NC=CC=C1 (2-(aminomethyl)pyridine), C(C)(=O)OC(C)=O (acetic anhydride), N1=CC=CC=C1 (pyridine). The reagents and catalysts are CN(C1=CC=NC=C1)C (4-dimethylaminopyridine). Solvent: O (water). Product: N1=C(C=CC=C1)CNC(C)=O (N-2-Pyridylmethylacetamide). RXN SMILES: [NH2:1][CH2:2][C:3]1[CH:8]=[CH:7][CH:6]=[CH:5][N:4]=1.[C:9](OC(=O)C)(=[O:11])[CH3:10].N1C=CC=CC=1>CN(C)C1C=CN=CC=1.O>[N:4]1[CH:5]=[CH:6][CH:7]=[CH:8][C:3]=1[CH2:2][NH:1][C:9](=[O:11])[CH3:10]. Procedure details: A mixture of 5.0 g 2-(aminomethyl)pyridine, 5.02 ml acetic anhydride, 0.847 g 4-dimethylaminopyridine and 35 ml of pyridine is heated at reflux temperature for 23.5 hours. The cooled solution is poured into water and extracted with methylene chloride. The organic layer is washed with saturated sodium chloride, dried and concentrated in vacuo. The residue is purified by column chromatography (silica gel:5% methyl alcohol/ethyl acetate) to give 3.3 g of desired product as a light yellow oil. Starting materials: C1(=CC=CC=C1)P(C1=CC=CC=C1)C1=CC=CC=C1 (triphenylphosphine), COC=1C=C(C=CC1OC)/C=C/CO ((E)-3-(3,4-dimethoxyphenyl)allyl alcohol), C(Br)(Br)(Br)Br (carbon tetrabromide). Run in C1=CC=CC=C1 (benzene), C1=CC=CC=C1 (benzene). Run at time 1 hour. Product: COC=1C=C(C=CC1OC)/C=C/CBr ((E)-3-(3,4-dimethoxyphenyl)allyl bromide). Reaction SMILES: C1(P(C2C=CC=CC=2)C2C=CC=CC=2)C=CC=CC=1.[CH3:20][O:21][C:22]1[CH:23]=[C:24](/[CH:30]=[CH:31]/[CH2:32]O)[CH:25]=[CH:26][C:27]=1[O:28][CH3:29].C(Br)(Br)(Br)[Br:35]>C1C=CC=CC=1>[CH3:20][O:21][C:22]1[CH:23]=[C:24](/[CH:30]=[CH:31]/[CH2:32][Br:35])[CH:25]=[CH:26][C:27]=1[O:28][CH3:29]. Procedure details: 3.67 g of triphenylphosphine was added to a solution of 1.94 g of (E)-3-(3,4-dimethoxyphenyl)allyl alcohol and 3.98 g of carbon tetrabromide dissolved in 20 ml of benzene, with ice-cooling in a nitrogen atmosphere. The mixture was stirred for 1 hour at the same temperature to obtain a benzene solution of (E)-3-(3,4-dimethoxyphenyl)allyl bromide. To this solution were added 1.11 g of triethylamine and a solution of 3.15 g of 5-(piperazin-1-yl)-10,11-dihydro-5H-benzo[4,5]cyclohepta[1,2-b]pyridine ... Reactants: CC(C)CBr, Cc1cc([N+](=O)[O-])ccc1N=C1NC(C(C)C)CCS1. The product is Cc1cc([N+](=O)[O-])ccc1N=C1SCCC(C(C)C)N1CC(C)C. RXN SMILES: [CH2:21]([CH:22]([CH3:23])[CH3:24])[Br:25].[CH:1]([CH3:2])([CH3:3])[CH:4]1[NH:5][C:6](=[N:10][c:11]2[c:12]([CH3:20])[cH:13][c:14]([N+:17](=[O:18])[O-:19])[cH:15][cH:16]2)[S:7][CH2:8][CH2:9]1>>[CH:1]([CH3:2])([CH3:3])[CH:4]1[N:5]([CH2:21][CH:22]([CH3:23])[CH3:24])[C:6](=[N:10][c:11]2[c:12]([CH3:20])[cH:13][c:14]([N+:17](=[O:18])[O-:19])[cH:15][cH:16]2)[S:7][CH2:8][CH2:9]1.